From a dataset of the Open Reaction Database (ORD), a public repository of structured organic reaction records. describe an organic reaction: reactants, conditions, products, and yield Reactants: Brc1nccs1, C1CCOC1, CC1(C)OB(c2cccc3[nH]ccc23)OC1(C)C, [Na+], [OH-], [Pd]. Product: c1cc(-c2nccs2)c2cc[nH]c2c1. As a reaction SMILES: [Br:21][c:22]1[s:23][cH:24][cH:25][n:26]1.[CH2:28]1[O:29][CH2:30][CH2:31][CH2:32]1.[CH3:3][C:4]1([CH3:5])[C:6]([CH3:7])([CH3:8])[O:9][B:10]([c:11]2[c:12]3[cH:13][cH:14][nH:15][c:16]3[cH:17][cH:18][cH:19]2)[O:20]1.[Na+:2].[OH-:1].[Pd:27]>>[c:11]1(-[c:22]2[s:23][cH:24][cH:25][n:26]2)[c:12]2[cH:13][cH:14][nH:15][c:16]2[cH:17][cH:18][cH:19]1. Reactants: ClC1=CC(=C(C=C1C(=C)C)N)OC (4-chloro-2-methoxy-5-(prop-1-en-2-yl)benzenamine). The reagents and catalysts are [Ni] (Ni). Run in CO (MeOH). Conditions: time 8 hour. The product is ClC1=CC(=C(C=C1C(C)C)N)OC (4-Chloro-5-isopropyl-2-methoxybenzenamine). Isolated yield 92.7%. Reaction SMILES: [Cl:1][C:2]1[C:7]([C:8]([CH3:10])=[CH2:9])=[CH:6][C:5]([NH2:11])=[C:4]([O:12][CH3:13])[CH:3]=1>CO.[Ni]>[Cl:1][C:2]1[C:7]([CH:8]([CH3:10])[CH3:9])=[CH:6][C:5]([NH2:11])=[C:4]([O:12][CH3:13])[CH:3]=1. Reported procedure: A mixture of 4-chloro-2-methoxy-5-(prop-1-en-2-yl)benzenamine (160 mg, 0.81 mmol), Raney-Ni (20 mg) in MeOH (5 mL) was stirred at RT under H2 (1 atm) atmosphere for 8 h. The mixture was filtered and the filtrate was concentrated in vacuo to afford the desired product (150 mg, 93% yield). The reactants are C(C)OC(=O)N[C@@H](C(C)C)C(=O)O (N-ethoxycarbonyl-(L)-valine), C(CCl)Cl (EDC), C=1C=CC2=C(C1)N=NN2O (HOBT), TEA, S1C=NC=C1C1=CC=C(C=C1)CN(C[C@@H]([C@H](CC1=CC=CC=C1)NC([C@@H](NC(=O)OC)[C@@H](C)CC)=O)O)N (1-[4-(Thiazol-5-yl)-phenyl]-4(S)-hydroxy-2-amino-5(S)-N-(N-methoxycarbonyl-(L)-iso-leucyl)amino-6-phenyl-2-azahexane). Solvent: CN(C)C=O (DMF), CN(C)C=O (DMF). The product is S1C=NC=C1C1=CC=C(C=C1)CN(C[C@@H]([C@H](CC1=CC=CC=C1)NC([C@@H](NC(=O)OC)[C@@H](C)CC)=O)O)NC([C@@H](NC(=O)OCC)C(C)C)=O (1-[4-(Thiazol-5-yl)-phenyl]-4(S)-hydroxy-2-N-(N-ethoxycarbony-(L)-valyl)amino-5(S)-N-(N-methoxycarbonyl-(L)-iso-leucyl)amino-6-phenyl-2-azahexane). As a reaction SMILES: [CH2:1]([O:3][C:4]([NH:6][C@H:7]([C:11]([OH:13])=O)[CH:8]([CH3:10])[CH3:9])=[O:5])[CH3:2].C(Cl)CCl.C1C=CC2N(O)N=NC=2C=1.[S:28]1[C:32]([C:33]2[CH:38]=[CH:37][C:36]([CH2:39][N:40]([NH2:65])[CH2:41][C@H:42]([OH:64])[C@@H:43]([NH:51][C:52](=[O:63])[C@H:53]([C@H:59]([CH2:61][CH3:62])[CH3:60])[NH:54][C:55]([O:57][CH3:58])=[O:56])[CH2:44][C:45]3[CH:50]=[CH:49][CH:48]=[CH:47][CH:46]=3)=[CH:35][CH:34]=2)=[CH:31][N:30]=[CH:29]1>CN(C=O)C>[S:28]1[C:32]([C:33]2[CH:34]=[CH:35][C:36]([CH2:39][N:40]([NH:65][C:11](=[O:13])[C@H:7]([CH:8]([CH3:9])[CH3:10])[NH:6][C:4]([O:3][CH2:1][CH3:2])=[O:5])[CH2:41][C@H:42]([OH:64])[C@@H:43]([NH:51][C:52](=[O:63])[C@H:53]([C@H:59]([CH2:61][CH3:62])[CH3:60])[NH:54][C:55]([O:57][CH3:58])=[O:56])[CH2:44][C:45]3[CH:50]=[CH:49][CH:48]=[CH:47][CH:46]=3)=[CH:37][CH:38]=2)=[CH:31][N:30]=[CH:29]1. Reported procedure: Analogously to Example 7, 175 mg (0.92 mmol) of N-ethoxycarbonyl-(L)-valine, 332 mg (1.7 mmol) of EDC and 156 mg (1.15 mmol) of HOBT in 2.5 ml of DMF and 483 μl (3.47 mmol) of TEA are reacted with 0.578 mmol of 1-[4-(thiazol-5-yl)-phenyl]-4(S)-hydroxy-2-amino-5(S)-N-(N-methoxycarbonyl-(L)-iso-leucyl)amino-6-phenyl-2-azahexane (Example 11 b) in 5.2 ml of DMF to form the title compound: m.p: 200-203° C.; HPLC20-100 : tRet =14.6; FAB MS (M+H)+ =711. The reactants are CNC, CO, COC(=O)c1c([N+](=O)[O-])cccc1S(=O)(=O)NCCCN1CCOCC1. Yields the product CN(C)C(=O)c1c([N+](=O)[O-])cccc1S(=O)(=O)NCCCN1CCOCC1. Reaction SMILES: [CH3:27][NH:28][CH3:29].[CH3:30][OH:31].[O:1]1[CH2:2][CH2:3][N:4]([CH2:7][CH2:8][CH2:9][NH:10][S:11](=[O:12])(=[O:13])[c:14]2[c:15]([C:16](=[O:17])[O:18][CH3:19])[c:20]([N+:24](=[O:25])[O-:26])[cH:21][cH:22][cH:23]2)[CH2:5][CH2:6]1>>[O:1]1[CH2:2][CH2:3][N:4]([CH2:7][CH2:8][CH2:9][NH:10][S:11](=[O:12])(=[O:13])[c:14]2[c:15]([C:16](=[O:17])[N:28]([CH3:27])[CH3:29])[c:20]([N+:24](=[O:25])[O-:26])[cH:21][cH:22][cH:23]2)[CH2:5][CH2:6]1. Reactants: BrC1=C(C=C(C=C1)C(F)(F)F)F (1-bromo-2-fluoro-4-trifluoromethyl-benzene), CC(C)(C)OC(=O)N1CCNCC1 (n-Boc-piperazine), CC(C)([O-])C.[Na+] (sodium-t-butoxide), C1(CCCCC1)P(C1=C(C=CC=C1)C1=CC=CC=C1)C1CCCCC1 (2-(dicyclohexylphosphino)biphenyl). The solvent is C1(=CC=CC=C1)C (toluene). Conditions: temperature 80 celsius. The product is C(C)(C)(C)OC(=O)N1CCN(CC1)C1=C(C=C(C=C1)C(F)(F)F)F (4-(2-Fluoro-4-trifluoromethyl-phenyl)-piperazine-1-carboxylic acid tert-butyl ester). RXN SMILES: Br[C:2]1[CH:7]=[CH:6][C:5]([C:8]([F:11])([F:10])[F:9])=[CH:4][C:3]=1[F:12].[CH3:13][C:14]([O:17][C:18]([N:20]1[CH2:25][CH2:24][NH:23][CH2:22][CH2:21]1)=[O:19])([CH3:16])[CH3:15].CC(C)([O-])C.[Na+].C1(P(C2CCCCC2)C2C=CC=CC=2C2C=CC=CC=2)CCCCC1>C1(C)C=CC=CC=1>[C:14]([O:17][C:18]([N:20]1[CH2:25][CH2:24][N:23]([C:2]2[CH:7]=[CH:6][C:5]([C:8]([F:11])([F:10])[F:9])=[CH:4][C:3]=2[F:12])[CH2:22][CH2:21]1)=[O:19])([CH3:16])([CH3:13])[CH3:15] |f:2.3|. Procedure: A mixture of 20 mmol 1-bromo-2-fluoro-4-trifluoromethyl-benzene, 24.7 mmol n-Boc-piperazine, 0.1 mmol Tris(dibenzylideneacetone) dipalladium chloroform complex, 28.8 mmol sodium-t-butoxide and 0.4 mmol 2-(dicyclohexylphosphino)biphenyl in 50 ml toluene was heated for 16 h at 80° C. After cooling to RT the mixture was treated with 15 g Isolute HM—N and all volatiles were removed under vacuum. The residue was purified on silica eluting with a gradient of heptane/EtOAc to yield after evaporation th... The reactants are [K].SC=1N(C(C2=C(N1)NN=C2C)=O)C (6-mercapto-3,5-dimethyl-1H-pyrazolo[3,4-d]pyrimidin-4(5H)-one potassium), ClC1=CC=C(C(=O)C2=CC=C(CBr)C=C2)C=C1 (4-(4-chlorobenzoyl)benzyl bromide). The solvent is O (water), CN(C)C=O (DMF). Conditions: time 1 hour. The product is ClC1=CC=C(C(=O)C2=CC=C(CSC=3N(C(C4=C(N3)NN=C4C)=O)C)C=C2)C=C1 (6-[4-(4-Chlorobenzoyl)benzyl]thio-3,5-dimethyl-1H-pyrazolo[3,4-d]pyrimidin-4(5H)-one). Isolated yield 75.4%. Reaction SMILES: [K].[SH:2][C:3]1[N:4]([CH3:14])[C:5](=[O:13])[C:6]2[C:11]([CH3:12])=[N:10][NH:9][C:7]=2[N:8]=1.[Cl:15][C:16]1[CH:31]=[CH:30][C:19]([C:20]([C:22]2[CH:29]=[CH:28][C:25]([CH2:26]Br)=[CH:24][CH:23]=2)=[O:21])=[CH:18][CH:17]=1>CN(C=O)C.O>[Cl:15][C:16]1[CH:17]=[CH:18][C:19]([C:20]([C:22]2[CH:29]=[CH:28][C:25]([CH2:26][S:2][C:3]3[N:4]([CH3:14])[C:5](=[O:13])[C:6]4[C:11]([CH3:12])=[N:10][NH:9][C:7]=4[N:8]=3)=[CH:24][CH:23]=2)=[O:21])=[CH:30][CH:31]=1 |f:0.1,^1:0|. Reported procedure: To a solution of 6-mercapto-3,5-dimethyl-1H-pyrazolo[3,4-d]pyrimidin-4(5H)-one potassium (800 mg) in DMF (12 ml) was added 4-(4-chlorobenzoyl)benzyl bromide (1.05 g) and the mixture was stirred at room temperature for 1 hour. This reaction mixture was poured in water and the resulting crystals were collected by filtration, rinsed with water and methanol, and recrystallized from methanol to provide the title compound as colorless solid (1.086 g). 1H-NMR (DMSO-d6) δ: 2.44(3H,s), 3.42(3H,s), 4.60(2...